From a dataset of the Open Reaction Database (ORD), a public repository of structured organic reaction records. describe an organic reaction: reactants, conditions, products, and yield Reaction SMILES: [BH4-:24].[C:26](=[O:27])([O-:28])[O-:29].[CH2:1]([c:2]1[cH:3][cH:4][cH:5][cH:6][cH:7]1)[O:8][CH2:9][CH2:10][CH:11]([NH:12][C:13](=[O:14])[O:15][C:16]([CH3:17])([CH3:18])[CH3:19])[C:20](=[O:21])[O:22][CH3:23].[CH3:32][CH2:33][OH:34].[K+:30].[K+:31].[Na+:25]>>[CH2:1]([c:2]1[cH:3][cH:4][cH:5][cH:6][cH:7]1)[O:8][CH2:9][CH2:10][CH:11]([NH:12][C:13](=[O:14])[O:15][C:16]([CH3:17])([CH3:18])[CH3:19])[CH2:20][OH:21]. Starting materials: [BH4-], O=C([O-])[O-], COC(=O)C(CCOCc1ccccc1)NC(=O)OC(C)(C)C, CCO, [K+], [K+], [Na+]. The product is CC(C)(C)OC(=O)NC(CO)CCOCc1ccccc1. Reaction SMILES: [C:1](=[O:2])([c:3]1[nH:4][cH:5][cH:6][n:7]1)[c:8]1[nH:9][cH:10][cH:11][n:12]1.[CH3:53][OH:54].[CH3:55][C:56]([c:57]1[cH:58][cH:59][c:60]([F:61])[cH:62][c:63]1[F:64])([N:65]1[CH:66]([CH2:67][CH:68]([CH3:69])[CH3:70])[C:71](=[O:72])[NH:73][CH:74]([CH:75]2[CH2:76][c:77]3[c:78]([cH:79][cH:80][cH:81][cH:82]3)[CH2:83]2)[C:84]1=[O:85])[C:86]([O-:87])=[O:88].[Cl:89][CH2:90][Cl:91].[F:13][c:14]1[c:15]([CH:21]([C:22](=[O:23])[NH:24][c:25]2[cH:26][cH:27][cH:28][cH:29][c:30]2[OH:31])[N:32]2[C:33](=[O:52])[CH:34]([CH:43]3[CH2:44][c:45]4[cH:46][cH:47][cH:48][cH:49][c:50]4[CH2:51]3)[NH:35][C:36](=[O:42])[CH:37]2[CH2:38][CH:39]([CH3:40])[CH3:41])[cH:16][cH:17][c:18]([F:20])[cH:19]1>>[CH3:1][O:2][C:22]([CH:21]([c:15]1[c:14]([F:13])[cH:19][c:18]([F:20])[cH:17][cH:16]1)[N:32]1[C:33](=[O:52])[CH:34]([CH:43]2[CH2:44][c:45]3[cH:46][cH:47][cH:48][cH:49][c:50]3[CH2:51]2)[NH:35][C:36](=[O:42])[CH:37]1[CH2:38][CH:39]([CH3:40])[CH3:41])=[O:23]. The reactants are O=C(c1ncc[nH]1)c1ncc[nH]1, CO, CC(C)CC1C(=O)NC(C2Cc3ccccc3C2)C(=O)N1C(C)(C(=O)[O-])c1ccc(F)cc1F, ClCCl, CC(C)CC1C(=O)NC(C2Cc3ccccc3C2)C(=O)N1C(C(=O)Nc1ccccc1O)c1ccc(F)cc1F. Product: COC(=O)C(c1ccc(F)cc1F)N1C(=O)C(C2Cc3ccccc3C2)NC(=O)C1CC(C)C. The reactants are O=C(OC(Cl)(Cl)Cl)OC(Cl)(Cl)Cl, Nc1cc(N2CCNCC2)c2ccc(Cl)cc2n1, CC(C)(C)OC(=O)NC1CCCCN(C(=O)Oc2ccc(F)cc2)C1=O, O=C(O)C(F)(F)F, [Na+], O=C([O-])O. Product: Nc1cc(N2CCN(C(=O)NC3CCCCN(C(=O)Oc4ccc(F)cc4)C3=O)CC2)c2ccc(Cl)cc2n1. As a reaction SMILES: [Cl:34][C:35]([Cl:36])([O:37][C:38](=[O:39])[O:40][C:41]([Cl:42])([Cl:43])[Cl:44])[Cl:45].[Cl:51][c:52]1[cH:53][cH:54][c:55]2[c:56]([N:63]3[CH2:64][CH2:65][NH:66][CH2:67][CH2:68]3)[cH:57][c:58]([NH2:62])[n:59][c:60]2[cH:61]1.[F:1][c:2]1[cH:3][cH:4][c:5]([O:8][C:9](=[O:10])[N:11]2[C:12](=[O:26])[CH:13]([NH:18][C:19]([O:21][C:20]([CH3:22])([CH3:23])[CH3:24])=[O:25])[CH2:14][CH2:15][CH2:16][CH2:17]2)[cH:6][cH:7]1.[F:27][C:28]([F:29])([F:30])[C:31]([OH:32])=[O:33].[Na+:50].[O-:46][C:47]([OH:48])=[O:49]>>[F:1][c:2]1[cH:3][cH:4][c:5]([O:8][C:9](=[O:10])[N:11]2[C:12](=[O:26])[CH:13]([NH:18][C:19](=[O:21])[N:66]3[CH2:65][CH2:64][N:63]([c:56]4[c:55]5[cH:54][cH:53][c:52]([Cl:51])[cH:61][c:60]5[n:59][c:58]([NH2:62])[cH:57]4)[CH2:68][CH2:67]3)[CH2:14][CH2:15][CH2:16][CH2:17]2)[cH:6][cH:7]1. Reactants: COC(C)(C)OC, CN(C)C=O, CC1(CC(O)CO)CC(c2cccc(Cl)c2)C(c2ccc(Cl)cc2)NC1=O, CC1(C)C2CCC1(CS(=O)(=O)O)C(=O)C2. Product: CC1(C)OCC(CC2(C)CC(c3cccc(Cl)c3)C(c3ccc(Cl)cc3)NC2=O)O1. As a reaction SMILES: [CH3:28][O:29][C:30]([CH3:31])([CH3:32])[O:33][CH3:34].[CH3:50][N:51]([CH3:52])[CH:53]=[O:54].[Cl:1][c:2]1[cH:3][c:4]([CH:8]2[CH2:9][C:10]([CH3:22])([CH2:23][CH:24]([CH2:25][OH:26])[OH:27])[C:11](=[O:21])[NH:12][CH:13]2[c:14]2[cH:15][cH:16][c:17]([Cl:20])[cH:18][cH:19]2)[cH:5][cH:6][cH:7]1.[O:35]=[S:36](=[O:37])([OH:38])[CH2:39][C:40]12[CH2:41][CH2:42][CH:43]([C:44]1([CH3:45])[CH3:46])[CH2:47][C:48]2=[O:49]>>[Cl:1][c:2]1[cH:3][c:4]([CH:8]2[CH2:9][C:10]([CH3:22])([CH2:23][CH:24]3[CH2:25][O:26][C:30]([CH3:31])([CH3:32])[O:27]3)[C:11](=[O:21])[NH:12][CH:13]2[c:14]2[cH:15][cH:16][c:17]([Cl:20])[cH:18][cH:19]2)[cH:5][cH:6][cH:7]1. Reactants: CCO, NS(=O)(=O)c1ccc(S(=O)(=O)Cl)s1, NCc1cccs1. Product: NS(=O)(=O)c1ccc(S(=O)(=O)NCc2cccs2)s1. As a reaction SMILES: [CH3:21][CH2:22][OH:23].[S:1]([NH2:2])(=[O:3])(=[O:4])[c:5]1[cH:6][cH:7][c:8]([S:10](=[O:11])(=[O:12])[Cl:13])[s:9]1.[s:14]1[c:15]([CH2:19][NH2:20])[cH:16][cH:17][cH:18]1>>[S:1]([NH2:2])(=[O:3])(=[O:4])[c:5]1[cH:6][cH:7][c:8]([S:10](=[O:11])(=[O:12])[NH:20][CH2:19][c:15]2[s:14][cH:18][cH:17][cH:16]2)[s:9]1.